Dataset: the Open Reaction Database (ORD), a public repository of structured organic reaction records. Task: describe an organic reaction: reactants, conditions, products, and yield Starting materials: C(C)OC(=O)CC1=CC=C(C=C1)NC(C(CO)NS(=O)(=O)C1=CC=C(C=C1)F)=O ((RS)-N-(4-(ethoxycarbonylmethyl)phenyl)-2-(4-fluorobenzenesulfonylamino)-3-hydroxypropanamide), S(=O)(=O)(C)Cl (mesyl chloride). Yields the product C(C)OC(=O)CC1=CC=C(C=C1)NC(C(COS(=O)(=O)C)NS(=O)(=O)C1=CC=C(C=C1)F)=O ((RS)-N-(4-(ethoxycarbonylmethyl)phenyl)-2-(4-fluorobenzenesulfonylamino)-3-methanesulfonyloxypropanamide). RXN SMILES: [CH2:1]([O:3][C:4]([CH2:6][C:7]1[CH:12]=[CH:11][C:10]([NH:13][C:14](=[O:29])[CH:15]([NH:18][S:19]([C:22]2[CH:27]=[CH:26][C:25]([F:28])=[CH:24][CH:23]=2)(=[O:21])=[O:20])[CH2:16][OH:17])=[CH:9][CH:8]=1)=[O:5])[CH3:2].[S:30](Cl)([CH3:33])(=[O:32])=[O:31]>>[CH2:1]([O:3][C:4]([CH2:6][C:7]1[CH:8]=[CH:9][C:10]([NH:13][C:14](=[O:29])[CH:15]([NH:18][S:19]([C:22]2[CH:23]=[CH:24][C:25]([F:28])=[CH:26][CH:27]=2)(=[O:21])=[O:20])[CH2:16][O:17][S:30]([CH3:33])(=[O:32])=[O:31])=[CH:11][CH:12]=1)=[O:5])[CH3:2]. Procedure details: The procedure described in Example 65 was repeated, except that (RS)-N-(4-(ethoxycarbonylmethyl)phenyl)-2-(4-fluorobenzenesulfonylamino)-3-hydroxypropanamide (1.88 g) was reacted with mesyl chloride to obtain (RS)-N-(4-(ethoxycarbonylmethyl)phenyl)-2-(4-fluorobenzenesulfonylamino)-3-methanesulfonyloxypropanamide (1.70 g). Reactants: C1(=CC=CC=C1)NC(NC=1SC=C(N1)C(C(=O)OCC)=O)=O (ethyl 2-(3-phenylureido)thiazol-4-ylglyoxylate), O=C1SCC(N1CC(=O)O)=O (2,4-dioxothiazolidine-3-acetic acid), N1CCCCC1 (piperidine), C(C)(=O)OC(C)=O (acetic anhydride), C(C)OC(=O)C(C=1N=C(SC1)NC(=O)NC1=CC=CC=C1)(O)C1C(N(C(S1)=O)CC(=O)O)=O (5-{1-ethoxycarbonyl-1-hydroxy-1-[2-(3-phenylureido)thiazol-4-yl]methyl}-2,4-dioxothiazolidine-3-acetic acid). The solvent is N1=CC=CC=C1 (pyridine), C(C)O (ethanol), O (water). Run at temperature 60 celsius. Yields the product C(C)(=O)NC=1SC=C(N1)C(C(=O)OCC)=C1C(N(C(S1)=O)CC(=O)O)=O (5-[1-(2-Acetylaminothiazol-4-yl)-1-ethoxycarbonylmethylene]-2,4-dioxothiazolidine-3-acetic acid). Reaction SMILES: [CH2:1]([O:3][C:4]([C:6]([CH:23]1[S:27][C:26](=[O:28])[N:25]([CH2:29][C:30]([OH:32])=[O:31])[C:24]1=[O:33])(O)[C:7]1[N:8]=[C:9]([NH:12][C:13](NC2C=CC=CC=2)=[O:14])[S:10][CH:11]=1)=[O:5])[CH3:2].[C:34]1(NC(=O)NC2SC=C(C(=O)C(OCC)=O)N=2)C=CC=CC=1.O=C1N(CC(O)=O)C(=O)CS1.N1CCCCC1.C(OC(=O)C)(=O)C>O.N1C=CC=CC=1.C(O)C>[C:13]([NH:12][C:9]1[S:10][CH:11]=[C:7]([C:6](=[C:23]2[S:27][C:26](=[O:28])[N:25]([CH2:29][C:30]([OH:32])=[O:31])[C:24]2=[O:33])[C:4]([O:3][CH2:1][CH3:2])=[O:5])[N:8]=1)(=[O:14])[CH3:34]. Procedure details: A mixture comprising 0.6 g of crude 5-{1-ethoxycarbonyl-1-hydroxy-1-[2-(3-phenylureido)thiazol-4-yl]methyl}-2,4-dioxothiazolidine-3-acetic acid [prepared from 2.6 g of ethyl 2-(3-phenylureido)thiazol-4-ylglyoxylate, 1.2 g of 2,4-dioxothiazolidine-3-acetic acid, 1.2 g of piperidine and 30 ml of ethanol by a procedure similar to that of Example 24], 0.5 g of acetic anhydride and 4 ml of pyridine was heated at 60° C. for 17 hours. The reaction mixture was poured into water and extracted with ethyl ... The reactants are COC1CCN(CC1)CCCNC=1N=[N+](C2=C(N1)C=C1CCCC1=C2)[O-] (N-[3-(4-Methoxy-1-piperidinyl)propyl]-7,8-dihydro-6H-indeno[5,6-e][1,2,4]triazin-3-amine 1-Oxide), C(=O)(C(F)(F)F)O (TFA), OO (H2O2). Run in C(Cl)Cl (DCM), C(Cl)Cl (DCM), N (NH3). Conditions: temperature 0 celsius, time 5 minute. Product: [N+](=O)([O-])C1=C(C=C2CCCC2=C1)NC(C)=O (N-(6-nitro-2,3-dihydro-1H-inden-5-yl)acetamide). As a reaction SMILES: [OH:1]O.COC1CCN(CCCNC2N=[N+:17]([O-:28])[C:18]3[CH:27]=[C:26]4[C:22]([CH2:23][CH2:24][CH2:25]4)=[CH:21][C:19]=3[N:20]=2)CC1.[C:29](O)([C:31](F)(F)F)=[O:30]>C(Cl)Cl.N>[N+:17]([C:18]1[CH:27]=[C:26]2[C:22]([CH2:23][CH2:24][CH2:25]2)=[CH:21][C:19]=1[NH:20][C:29](=[O:30])[CH3:31])([O-:28])=[O:1]. Procedure: H2O2 (70%, 0.92 mL, ca. 18.3 mmol) was added dropwise to a stirred solution of TFM (2.6 mL, 18.3 mmol) in DCM (20 mL) at 0° C. The solution was stirred at 0° C. for 5 min, warmed to 20° C. for 10 min, then cooled to 0° C. and added to a stirred solution of 1-oxide 58 (655 mg, 1.8 mmol) and TFA (0.71 mL, 9.2 mmol) in DCM (20 mL) at 0° C. The solution was stirred at 20° C. for 8 h, diluted with dilute aqueous NH3 solution (10 mL) and extracted with DCM (4×50 mL). The combined organic fraction was ... Reactants: CCO, O=C1OC(=O)C2CCCCC12, Cl, NCCCCN1CCC(c2noc3cc(F)ccc23)CC1, c1ccncc1. Yields the product Cl, O=C1C2CCCCC2C(=O)N1CCCCN1CCC(c2noc3cc(F)ccc23)CC1. Reaction SMILES: [CH3:40][CH2:41][OH:42].[CH:22]12[CH:23]([CH2:24][CH2:25][CH2:26][CH2:27]1)[C:28](=[O:29])[O:30][C:31]2=[O:32].[ClH:33].[NH2:1][CH2:2][CH2:3][CH2:4][CH2:5][N:6]1[CH2:7][CH2:8][CH:9]([c:12]2[n:13][o:14][c:15]3[c:16]2[cH:17][cH:18][c:19]([F:21])[cH:20]3)[CH2:10][CH2:11]1.[cH:34]1[cH:35][cH:36][n:37][cH:38][cH:39]1>>[ClH:33].[N:1]1([CH2:2][CH2:3][CH2:4][CH2:5][N:6]2[CH2:7][CH2:8][CH:9]([c:12]3[n:13][o:14][c:15]4[c:16]3[cH:17][cH:18][c:19]([F:21])[cH:20]4)[CH2:10][CH2:11]2)[C:28](=[O:29])[CH:23]2[CH:22]([CH2:27][CH2:26][CH2:25][CH2:24]2)[C:31]1=[O:30]. Reactants: C(C)(C)(C)C1=NN(C(=C1)NC(=O)NC1=CC=C(C=C1)OC1=CC=NC=C1)C1=CC=C(CNC(COC)=O)C=C1 (N-[4-(3-tert-butyl-5-{3-[4-(pyridin-4-yloxy)-phenyl]-ureido}-pyrazol-1-yl)-benzyl]-2-methoxy-acetamide), B.CSC (borane methyl sulfide). The solvent is C1CCOC1 (THF). Product: C(C)(C)(C)C=1C=C(N(N1)C1=CC=C(C=C1)CNCCOC)NC(=O)NC1=CC=C(C=C1)OC1=CC=NC=C1 (1-(5-tert-Butyl-2-{4-[(2-methoxy-ethylamino)-methyl]-phenyl}-2H-pyrazol-3-yl)-3-[4-(pyridin-4-yloxy)phenyl]urea). Isolated yield 15.3%. Reaction SMILES: [C:1]([C:5]1[CH:9]=[C:8]([NH:10][C:11]([NH:13][C:14]2[CH:19]=[CH:18][C:17]([O:20][C:21]3[CH:26]=[CH:25][N:24]=[CH:23][CH:22]=3)=[CH:16][CH:15]=2)=[O:12])[N:7]([C:27]2[CH:39]=[CH:38][C:30]([CH2:31][NH:32][C:33](=O)[CH2:34][O:35][CH3:36])=[CH:29][CH:28]=2)[N:6]=1)([CH3:4])([CH3:3])[CH3:2].B.CSC>C1COCC1>[C:1]([C:5]1[CH:9]=[C:8]([NH:10][C:11]([NH:13][C:14]2[CH:15]=[CH:16][C:17]([O:20][C:21]3[CH:26]=[CH:25][N:24]=[CH:23][CH:22]=3)=[CH:18][CH:19]=2)=[O:12])[N:7]([C:27]2[CH:39]=[CH:38][C:30]([CH2:31][NH:32][CH2:33][CH2:34][O:35][CH3:36])=[CH:29][CH:28]=2)[N:6]=1)([CH3:4])([CH3:2])[CH3:3] |f:1.2|. Reported procedure: To a solution of N-[4-(3-tert-butyl-5-{3-[4-(pyridin-4-yloxy)-phenyl]-ureido}-pyrazol-1-yl)-benzyl]-2-methoxy-acetamide (200 mg, 0.38 mmol) in anhydrous THF (10 mL) was added borane-methyl sulfide complex (2.0 M solution in THF, 1 mL, 2 mmol), and the reaction was stirred at reflux for 7 h. The reaction mixture was cooled to room temperature, partitioned between EtOAc (50 mL) and water (50 mL), and then the organic layer was separated and washed with brine, dried over Na2SO4, and concentrated at... The reactants are C1(=CC=CC=C1)C=1C(=NNC1)N (4-Phenylpyrazol-3-amine), O (water), 3-Amino-4-Arylpyrazoles, C1(CCCCC1)N1CC(C(C1=O)=O)C(=O)OCC (ethyl 1-cyclohexyl-4,5-dioxo-3-pyrrolidinecarboxylate). The solvent is C(C)(=O)O (acetic acid), C(C)O (ethanol). Product: C1(CCCCC1)N1C(C=2NC=3N(C(C2C1)=O)N=CC3C3=CC=CC=C3)=O (6-Cyclohexyl-4,7-dihydro-3-phenyl-5H-pyrazolo[1,5-a]pyrrolo[3,4-d]pyrimidine-5,8(6H)-dione). Isolated yield 51.0%. RXN SMILES: [C:1]1([C:7]2[C:8]([NH2:12])=[N:9][NH:10][CH:11]=2)[CH:6]=[CH:5][CH:4]=[CH:3][CH:2]=1.[CH:13]1([N:19]2[C:23](=[O:24])[C:22](=O)[CH:21]([C:26](OCC)=[O:27])[CH2:20]2)[CH2:18][CH2:17][CH2:16][CH2:15][CH2:14]1.O>C(O)(=O)C.C(O)C>[CH:13]1([N:19]2[CH2:20][C:21]3[C:26](=[O:27])[N:9]4[N:10]=[CH:11][C:7]([C:1]5[CH:2]=[CH:3][CH:4]=[CH:5][CH:6]=5)=[C:8]4[NH:12][C:22]=3[C:23]2=[O:24])[CH2:18][CH2:17][CH2:16][CH2:15][CH2:14]1. Procedure details: 4-Phenylpyrazol-3-amine [Anderson, E. L. et al., "Synthesis . . . 3-Amino-4-Arylpyrazoles", J. Med. Chem., 7, (1964), pp. 259-268] (3.00 g, 18.8 mmole) and ethyl 1-cyclohexyl-4,5-dioxo-3-pyrrolidinecarboxylate (4.77 g, 18.8 mmole) were combined in glacial acetic acid (19 mL) and stirred under reflux for five hours. No precipitate was observed throughout the course of the reaction. Upon cooling, the reaction solidified to a light yellow mass which was dissolved in 95% ethanol (100 mL) at reflux a...